The task is: describe an organic reaction: reactants, conditions, products, and yield. This data is from the Open Reaction Database (ORD), a public repository of structured organic reaction records. Starting materials: CC[Zn]CC, Cc1ccccc1, O=Cc1cc(Br)cc(C(=O)O)c1, C1COCCO1. Yields the product CCc1cc(C=O)cc(C(=O)O)c1. RXN SMILES: [CH2:13]([CH3:14])[Zn:15][CH2:16][CH3:17].[CH3:24][c:25]1[cH:26][cH:27][cH:28][cH:29][cH:30]1.[CH:1](=[O:2])[c:3]1[cH:4][c:5]([C:6](=[O:7])[OH:8])[cH:9][c:10]([Br:12])[cH:11]1.[O:18]1[CH2:19][CH2:20][O:21][CH2:22][CH2:23]1>>[CH:1](=[O:2])[c:3]1[cH:4][c:5]([C:6](=[O:7])[OH:8])[cH:9][c:10]([CH2:13][CH3:14])[cH:11]1. Reactants: C[O-].[Na+] (sodium methoxide), OC(=O)C(F)(F)F.FC1=C(C(=O)N2CC3C(C2)CN(C3)C(N)=N)C(=CC=C1)N1N=CC=N1 (5-(2-fluoro-6-(2H-1,2,3-triazol-2-yl)benzoyl)hexahydro-pyrrolo[3,4-c]pyrrole-2(1H)-carboximidamide—TFA salt), FC(C(CC(C(F)(F)F)=O)=O)(F)F (1,1,1,5,5,5-hexafluoropentane-2,4-dione). Run in C(CCC)O (n-butanol). The product is FC(C1=NC(=NC(=C1)C(F)(F)F)N1CC2CN(CC2C1)C(=O)C1=C(C=CC=C1N1N=CC=N1)F)(F)F (2-[4,6-Bis(trifluoromethyl)pyrimidin-2-yl]-5-{[2-fluoro-6-(2H-1,2,3-triazol-2-yl)phenyl]carbonyl}octahydropyrrolo[3,4-c]pyrrole). The yield is 6.2%. Reaction SMILES: OC(C(F)(F)F)=O.[F:8][C:9]1[CH:27]=[CH:26][CH:25]=[C:24]([N:28]2[N:32]=[CH:31][CH:30]=[N:29]2)[C:10]=1[C:11]([N:13]1[CH2:17][CH:16]2[CH2:18][N:19]([C:21](=[NH:23])[NH2:22])[CH2:20][CH:15]2[CH2:14]1)=[O:12].C[O-].[Na+].[F:36][C:37]([F:48])([F:47])[C:38](=O)[CH2:39][C:40](=O)[C:41]([F:44])([F:43])[F:42]>C(O)CCC>[F:36][C:37]([F:47])([F:48])[C:38]1[CH:39]=[C:40]([C:41]([F:42])([F:43])[F:44])[N:22]=[C:21]([N:19]2[CH2:18][CH:16]3[CH:15]([CH2:14][N:13]([C:11]([C:10]4[C:24]([N:28]5[N:32]=[CH:31][CH:30]=[N:29]5)=[CH:25][CH:26]=[CH:27][C:9]=4[F:8])=[O:12])[CH2:17]3)[CH2:20]2)[N:23]=1 |f:0.1,2.3|. Procedure details: Crude 5-(2-fluoro-6-(2H-1,2,3-triazol-2-yl)benzoyl)hexahydro-pyrrolo[3,4-c]pyrrole-2(1H)-carboximidamide—TFA salt (66 mg) was diluted with n-butanol (4 mL) and treated with sodium methoxide (51.9 mg, 0.961 mmol). The reaction is heated to reflux for 1 hour, then cooled and 1,1,1,5,5,5-hexafluoropentane-2,4-dione (400 mg, 1.92 mmol) is added prior to re-heating the reaction to reflux for 19 hours. The mixture was then cooled and concentrated, then diluted with DCM and saturated sodium bicarbonate... The reactants are Nc1ncnc2c1ncn2C1CC(COC(=O)c2ccccc2)C(COC(=O)c2ccccc2)CC1O, O=C([O-])O, CN(C)c1ccncc1, CC#N, [Na+], S=C(Cl)Oc1ccccc1. The product is Nc1ncnc2c1ncn2C1CC(COC(=O)c2ccccc2)C(COC(=O)c2ccccc2)CC1OC(=S)Oc1ccccc1. Reaction SMILES: [C:1]([c:2]1[cH:3][cH:4][cH:5][cH:6][cH:7]1)(=[O:8])[O:9][CH2:10][CH:11]1[CH2:12][CH:13]([OH:37])[CH:14]([n:27]2[c:28]3[n:29][cH:30][n:31][c:32]([NH2:36])[c:33]3[n:34][cH:35]2)[CH2:15][CH:16]1[CH2:17][O:18][C:19]([c:20]1[cH:21][cH:22][cH:23][cH:24][cH:25]1)=[O:26].[C:48](=[O:49])([O-:50])[OH:51].[CH3:53][N:54]([CH3:55])[c:56]1[cH:57][cH:58][n:59][cH:60][cH:61]1.[CH3:62][C:63]#[N:64].[Na+:52].[c:38]1([O:44][C:45](=[S:46])[Cl:47])[cH:39][cH:40][cH:41][cH:42][cH:43]1>>[C:1]([c:2]1[cH:3][cH:4][cH:5][cH:6][cH:7]1)(=[O:8])[O:9][CH2:10][CH:11]1[CH2:12][CH:13]([O:37][C:45]([O:44][c:38]2[cH:39][cH:40][cH:41][cH:42][cH:43]2)=[S:46])[CH:14]([n:27]2[c:28]3[n:29][cH:30][n:31][c:32]([NH2:36])[c:33]3[n:34][cH:35]2)[CH2:15][CH:16]1[CH2:17][O:18][C:19]([c:20]1[cH:21][cH:22][cH:23][cH:24][cH:25]1)=[O:26]. Reactants: C(C)NC(=O)N1C(=NC(=C(C1C1=CC(=CC=C1)[N+](=O)[O-])C(=O)OC)C)SCC1=CC=C(C=C1)OC (1-[(Ethylamino)carbonyl]-1,6-dihydro-2-[[(4-methoxyphenyl)methyl]thio]-4-methyl-6-(3-nitrophenyl)-5-pyrimidinecarboxylic acid, methyl ester), FC(C(=O)O)(F)F (trifluoroacetic acid), C(C)S (ethanethiol). Run in ClCCl (dichloromethane). Run at time 8 hour. Yields the product C(C)(C)OC(C)C (isopropyl ether), C(C)NC(=O)N1C(NC(=C(C1C1=CC(=CC=C1)[N+](=O)[O-])C(=O)OC)C)=S (3-[(Ethylamino)carbonyl]-1,2,3,4-tetrahydro-6-methyl-4-(3-nitrophenyl)-2-thioxo-5-pyrimidinecarboxylic acid, methyl ester). Isolated yield 165.0%. Reaction SMILES: [CH2:1]([NH:3][C:4]([N:6]1[CH:11]([C:12]2[CH:17]=[CH:16][CH:15]=[C:14]([N+:18]([O-:20])=[O:19])[CH:13]=2)[C:10]([C:21]([O:23][CH3:24])=[O:22])=[C:9]([CH3:25])[N:8]=[C:7]1[S:26]CC1C=CC(OC)=CC=1)=[O:5])[CH3:2].F[C:37](F)(F)[C:38]([OH:40])=O.[CH2:43](S)C>ClCCl>[CH:9]([O:40][CH:38]([CH3:37])[CH3:43])([CH3:25])[CH3:10].[CH2:1]([NH:3][C:4]([N:6]1[CH:11]([C:12]2[CH:17]=[CH:16][CH:15]=[C:14]([N+:18]([O-:20])=[O:19])[CH:13]=2)[C:10]([C:21]([O:23][CH3:24])=[O:22])=[C:9]([CH3:25])[NH:8][C:7]1=[S:26])=[O:5])[CH3:2]. Procedure details: 1-[(Ethylamino)carbonyl]-1,6-dihydro-2-[[(4-methoxyphenyl)methyl]thio]-4-methyl-6-(3-nitrophenyl)-5-pyrimidinecarboxylic acid, methyl ester (0.94 g, 1.89 mmole) in 10 ml of dry dichloromethane under argon at room temperature was treated with trifluoroacetic acid (0.5 ml, 0.74 g, 6.5 mmole) and ethanethiol (0.35 ml, 0.29 g, 4.67 mmole) and the mixture was allowed to stir overnight. Volatiles were removed in vacuo and the residue upon trituration with isopropyl ether, gave 0.59 g of the title comp... Starting materials: COC1=CC2=CC=C(C=C2C=C1)C(C)(C)OO (2-methoxy-6-(1-hydroperoxy-1-methylethyl)naphthalene), COC1=CC2=CC=C(C=C2C=C1)C(=C)C (2-methoxy-6-isopropenylnaphthalene), Formula VI. Yields the product C1C(C)O1 (propylene oxide), COC1=CC2=CC=C(C=C2C=C1)C(C)(C)O (2-methoxy-6-(1-hydroxy-1-methylethyl)naphthalene), Formula VIII. Reaction SMILES: [CH3:1][O:2][C:3]1[CH:12]=[CH:11][C:10]2[C:5](=[CH:6][CH:7]=[C:8]([C:13]([O:16]O)([CH3:15])[CH3:14])[CH:9]=2)[CH:4]=1.COC1C=CC2C(=CC=C(C(C)=C)C=2)C=1>>[CH2:15]1[O:16][CH:13]1[CH3:14].[CH3:1][O:2][C:3]1[CH:12]=[CH:11][C:10]2[C:5](=[CH:6][CH:7]=[C:8]([C:13]([OH:16])([CH3:14])[CH3:15])[CH:9]=2)[CH:4]=1. Reported procedure: In Step E, the 2-methoxy-6-(1-hydroperoxy-1-methylethyl)naphthalene product of Step D (Formula V) is reacted with the 2-methoxy-6-isopropenylnaphthalene of Formula VI in the presence of a solvent and a catalyst at reflux temperatures to form the epoxide derivative 2- 6-methoxy-2-naphthyl)propylene oxide of Formula VII and 2-methoxy-6-(1-hydroxy-1-methylethyl)naphthalene of Formula VIII. The reactants are C(C1=CC=CC=C1)C1=COC2=C1C=CC=C2 (3-benzylbenzofuran), C(C)[SiH](CC)CC (triethylsilane). Run in FC(C(=O)O)(F)F (trifluoroacetic acid). Product: C(C1=CC=CC=C1)C1COC2=C1C=CC=C2 (3-Benzyl-2,3-dihydrobenzofuran). Isolated yield 20.3%. Reaction SMILES: [CH2:1]([C:8]1[C:12]2[CH:13]=[CH:14][CH:15]=[CH:16][C:11]=2[O:10][CH:9]=1)[C:2]1[CH:7]=[CH:6][CH:5]=[CH:4][CH:3]=1.C([SiH](CC)CC)C>FC(F)(F)C(O)=O>[CH2:1]([CH:8]1[C:12]2[CH:13]=[CH:14][CH:15]=[CH:16][C:11]=2[O:10][CH2:9]1)[C:2]1[CH:3]=[CH:4][CH:5]=[CH:6][CH:7]=1. Procedure: To a solution of 19.5 g (91.4 mmole) 3-benzylbenzofuran in 75 ml trifluoroacetic acid was added 31.8 g (273 mmole) triethylsilane and the mixture was heated at reflux for six hours. The mixture was concentrated in vacuo, the residue diluted with water and extracted with ethyl ether. The ether extracts were carbon treated, the filtrate dried (Na2SO4) and the solvent evaporated to provide a dark oil. The oil was purified by silica gel column chromatography eluting with hexane, then its mixtures wi... Starting materials: C(C)(C)(C)OC(=O)N1CC(CC1)NC(=O)C=1SC=CC1NC1=C2C(=NC=C1)NC=C2 (3-{[3-(1H-Pyrrolo[2,3-b]pyridin-4-ylamino)-thiophene-2-carbonyl]-amino}-pyrrolidine-1-carboxylic acid tert-butyl ester), C(=O)(OC(C)(C)C)N1CC(CC1)N (1-BOC-3-aminopyrrolidine). Yields the product COC=1C=C(C=CC1)NC(=O)C=1SC=CC1NC1=C2C(=NC=C1)NC=C2 (3-(1H-Pyrrolo[2,3-b]pyridin-4-ylamino)-thiophene-2-carboxylic acid (3-methoxy-phenyl)-amide). As a reaction SMILES: C(OC(N1[CH2:12][CH2:11][CH:10]([NH:13][C:14]([C:16]2[S:17][CH:18]=[CH:19][C:20]=2[NH:21][C:22]2[CH:27]=[CH:26][N:25]=[C:24]3[NH:28][CH:29]=[CH:30][C:23]=23)=[O:15])C1)=O)(C)(C)C.[C:31](N1CCC(N)C1)([O:33][C:34](C)([CH3:36])[CH3:35])=O>>[CH3:31][O:33][C:34]1[CH:35]=[C:10]([NH:13][C:14]([C:16]2[S:17][CH:18]=[CH:19][C:20]=2[NH:21][C:22]2[CH:27]=[CH:26][N:25]=[C:24]3[NH:28][CH:29]=[CH:30][C:23]=23)=[O:15])[CH:11]=[CH:12][CH:36]=1. Procedure: This compound was prepared in an analogous manner as 3-{[3-(1H-Pyrrolo[2,3-b]pyridin-4-ylamino)-thiophene-2-carbonyl]-amino}-pyrrolidine-1-carboxylic acid tert-butyl ester using 3-methoxaniline instead of 1-BOC-3-aminopyrrolidine. LCMS (ESI) 365 (M+H) 1H NMR (400 MHz, DMSO-d6) δ ppm 11.55 (1H, br. s.) 10.06 (1H, s) 9.83 (1H, s) 8.03 (1H, d, J=5.42 Hz) 7.90 (1H, d, J=5.42 Hz) 7.49 (1H, d, J=5.42 Hz) 7.32 (1H, dd, J=3.51, 2.44 Hz) 7.20-7.30 (3H, m) 6.81 (1H, d, J=5.42 Hz) 6.68 (1H, dt, J=7.42, 2.1... The reactants are FC1=C(CN(CC(=O)OC(C)(C)C)C)C(=CC(=C1)C(N)=NO)F (tert-butyl 2-((2,6-difluoro-4-(N′-hydroxycarbamimidoyl)benzyl)(methyl)amino)acetate), CC1=C(C=CC=C1)C1=C(C=C(C=C1)C(=O)O)C(F)(F)F (2′-methyl-2-(trifluoromethyl)biphenyl-4-carboxylic acid), C(CCl)Cl (EDC). Solvent: N1=CC=CC=C1 (pyridine), C(C)#N (ACN). Reaction conditions: time 18 hour. Yields the product FC1=C(CN(CC(=O)OC(C)(C)C)C)C(=CC(=C1)C1=NOC(=N1)C1=CC(=C(C=C1)C1=C(C=CC=C1)C)C(F)(F)F)F (tert-butyl 2-((2,6-difluoro-4-(5-(2′-methyl-2-(trifluoromethyl)biphenyl-4-yl)-1,2,4-oxadiazol-3-yl)benzyl)(methyl)amino)acetate). Reaction SMILES: [F:1][C:2]1[CH:18]=[C:17]([C:19](=[N:21][OH:22])[NH2:20])[CH:16]=[C:15]([F:23])[C:3]=1[CH2:4][N:5]([CH3:14])[CH2:6][C:7]([O:9][C:10]([CH3:13])([CH3:12])[CH3:11])=[O:8].[CH3:24][C:25]1[CH:30]=[CH:29][CH:28]=[CH:27][C:26]=1[C:31]1[CH:36]=[CH:35][C:34]([C:37](O)=O)=[CH:33][C:32]=1[C:40]([F:43])([F:42])[F:41].C(Cl)CCl>C(#N)C.N1C=CC=CC=1>[F:1][C:2]1[CH:18]=[C:17]([C:19]2[N:20]=[C:37]([C:34]3[CH:35]=[CH:36][C:31]([C:26]4[CH:27]=[CH:28][CH:29]=[CH:30][C:25]=4[CH3:24])=[C:32]([C:40]([F:41])([F:43])[F:42])[CH:33]=3)[O:22][N:21]=2)[CH:16]=[C:15]([F:23])[C:3]=1[CH2:4][N:5]([CH3:14])[CH2:6][C:7]([O:9][C:10]([CH3:11])([CH3:13])[CH3:12])=[O:8]. Procedure details: To a solution of Intermediate 76 (0.148 g, 0.45 mmol) and Intermediate 5 (0.107 mg, 0.375 mmol) in ACN (2.5 mL) was added EDC (0.101 g, 0.53 mmol). The reaction mixture was stirred at room temperature for 18 hours. The reaction mixture was diluted with pyridine (2.5 mL) and heated at 150° C. in the microwave for 30 minutes. The solvent was removed in vacuo and the residue dissolved in DCM. The mixture was washed with water and the organic phase passed through a hydrophobic frit. The solvent was ...